This data is from the Open Reaction Database (ORD), a public repository of structured organic reaction records. The task is: describe an organic reaction: reactants, conditions, products, and yield Reactants: Cl.N1=C(C=CC=C1)N(C(=O)C1=CC2=C(N(C(=N2)CNC2=C(C=C(C=C2)C(N)=N)OC)C)C=C1)CCC(=O)OCC (1-methyl-2-[N-(4-amidino-2-methoxyphenyl)aminomethyl]benzimidazol-5-yl-carboxylic acid-N-(2-pyridyl)-N-(2-ethoxycarbonylethyl)amide hydrochloride), ClC(=O)OCCCCCCC (n-heptyl chloroformate), C36H45N7O6. Solvent: ClCCl.C(C)O (dichloromethane ethanol). Product: N1=C(C=CC=C1)N(C(=O)C1=CC2=C(N(C(=N2)CNC2=C(C=C(C=C2)C(NC(=O)OCCCCCCC)=N)OC)C)C=C1)CCC(=O)OCC (1-Methyl-2-[N-(2-methoxy-4-n-heptyloxycarbonylamidinophenyl)aminomethyl]benzimidazol-5-yl-carboxylic acid-N-(2-pyridyl)-N-(2-ethoxycarbonylethyl)amide). The yield is 55.0%. As a reaction SMILES: Cl.[N:2]1[CH:7]=[CH:6][CH:5]=[CH:4][C:3]=1[N:8]([CH2:34][CH2:35][C:36]([O:38][CH2:39][CH3:40])=[O:37])[C:9]([C:11]1[CH:33]=[CH:32][C:14]2[N:15]([CH3:31])[C:16]([CH2:18][NH:19][C:20]3[CH:25]=[CH:24][C:23]([C:26](=[NH:28])[NH2:27])=[CH:22][C:21]=3[O:29][CH3:30])=[N:17][C:13]=2[CH:12]=1)=[O:10].Cl[C:42]([O:44][CH2:45][CH2:46][CH2:47][CH2:48][CH2:49][CH2:50][CH3:51])=[O:43]>ClCCl.C(O)C>[N:2]1[CH:7]=[CH:6][CH:5]=[CH:4][C:3]=1[N:8]([CH2:34][CH2:35][C:36]([O:38][CH2:39][CH3:40])=[O:37])[C:9]([C:11]1[CH:33]=[CH:32][C:14]2[N:15]([CH3:31])[C:16]([CH2:18][NH:19][C:20]3[CH:25]=[CH:24][C:23]([C:26](=[NH:27])[NH:28][C:42]([O:44][CH2:45][CH2:46][CH2:47][CH2:48][CH2:49][CH2:50][CH3:51])=[O:43])=[CH:22][C:21]=3[O:29][CH3:30])=[N:17][C:13]=2[CH:12]=1)=[O:10] |f:0.1,3.4|. Procedure details: Prepared analogously to Example 90 from 1-methyl-2-[N-(4-amidino-2-methoxyphenyl)aminomethyl]benzimidazol-5-yl-carboxylic acid-N-(2-pyridyl)-N-(2-ethoxycarbonylethyl)amide hydrochloride and n-heptyl chloroformate. Yield: 55% of theory, C36H45N7O6 (671.8); Rf value: 0.54 (silica gel; dichloromethane/ethanol=9:1); EKA mass spectrum: (M+H)+=672; (M+H+Na)++=347.9. Yields the product CC(=O)Oc1cccc(Br)c1. The reactants are Oc1cccc(Br)c1, CC(=O)Cl, ClCCl, c1ccncc1. Reaction SMILES: [Br:1][c:2]1[cH:3][c:4]([OH:8])[cH:5][cH:6][cH:7]1.[CH3:9][C:10]([Cl:11])=[O:12].[Cl:19][CH2:20][Cl:21].[cH:13]1[cH:14][cH:15][n:16][cH:17][cH:18]1>>[Br:1][c:2]1[cH:3][c:4]([O:8][C:10]([CH3:9])=[O:12])[cH:5][cH:6][cH:7]1.